This data is from the Open Reaction Database (ORD), a public repository of structured organic reaction records. The task is: describe an organic reaction: reactants, conditions, products, and yield Reactants: ClC=1C=CC2=C(C(C=3NC=C(C(C3O2)=O)C(=O)OCC)=O)C1 (ethyl 8-chloro-4,10-dihydro-4,10-dioxo-1H-1-benzopyrano[3,2-b]pyridine-3-carboxylate). Run in Cl (hydrochloric acid). Product: ClC=1C=CC2=C(C(C=3NC=C(C(C3O2)=O)C(=O)O)=O)C1 (8-Chloro-4,10-dihydro-4,10-dioxo-1H-1-benzopyrano[3,2-b]pyridine-3-carboxylic acid). Yield: 87.5%. RXN SMILES: [Cl:1][C:2]1[CH:3]=[CH:4][C:5]2[O:14][C:13]3[C:12](=[O:15])[C:11]([C:16]([O:18]CC)=[O:17])=[CH:10][NH:9][C:8]=3[C:7](=[O:21])[C:6]=2[CH:22]=1>Cl>[Cl:1][C:2]1[CH:3]=[CH:4][C:5]2[O:14][C:13]3[C:12](=[O:15])[C:11]([C:16]([OH:18])=[O:17])=[CH:10][NH:9][C:8]=3[C:7](=[O:21])[C:6]=2[CH:22]=1. Procedure details: A suspension of ethyl 8-chloro-4,10-dihydro-4,10-dioxo-1H-1-benzopyrano[3,2-b]pyridine-3-carboxylate (3.0 g, 0.0094 mole) in 6N hydrochloric acid (100 ml ) was refluxed under nitrogen for 15 hrs., cooled and filtered. The residue was washed with water and with acetone. Recrystallization from DMF gave white crystals (2.4 g, 87%), m.p. 325°-327°.